Dataset: the Open Reaction Database (ORD), a public repository of structured organic reaction records. Task: describe an organic reaction: reactants, conditions, products, and yield Reactants: NCC1CCN(CC1)C1=NC(=NC=C1F)NC1=CC=C(C=C1)N1CCN(CC1)C(C)=O (1-(4-(4-(4-(4-(aminomethyl)piperidin-1-yl)-5-fluoropyrimidin-2-ylamino)phenyl)piperazin-1-yl)ethanone), C(=O)(OC(C)(C)C)N1CCNCC1 (1-Boc-piperazine). Product: FC=1C(=NC(=NC1)NC1=CC=C(C=C1)N1CCN(CC1)C(C)=O)N1CCNCC1 (1-(4-(4-(5-fluoro-4-(piperazin-1-yl)pyrimidin-2-ylamino)phenyl)piperazin-1-yl)ethanone). RXN SMILES: NCC1C[CH2:7][N:6]([C:9]2[C:14]([F:15])=[CH:13][N:12]=[C:11]([NH:16][C:17]3[CH:22]=[CH:21][C:20]([N:23]4[CH2:28][CH2:27][N:26]([C:29](=[O:31])[CH3:30])[CH2:25][CH2:24]4)=[CH:19][CH:18]=3)[N:10]=2)[CH2:5][CH2:4]1.[C:32]([N:39]1CCNCC1)(OC(C)(C)C)=O>>[F:15][C:14]1[C:9]([N:6]2[CH2:5][CH2:4][NH:39][CH2:32][CH2:7]2)=[N:10][C:11]([NH:16][C:17]2[CH:22]=[CH:21][C:20]([N:23]3[CH2:24][CH2:25][N:26]([C:29](=[O:31])[CH3:30])[CH2:27][CH2:28]3)=[CH:19][CH:18]=2)=[N:12][CH:13]=1. Reported procedure: The titled compound was synthesized analogously as compound 1-(4-(4-(4-(4-(aminomethyl)piperidin-1-yl)-5-fluoropyrimidin-2-ylamino)phenyl)piperazin-1-yl)ethanone, by using 1-Boc-piperazine. MS 400.3 (M+H); UV 203.8, 268.8 nm. Reactants: FC=1C=CC(=C(N)C1)C (5-fluoro-2-methylaniline), CC(C(=O)OCC)C(=O)OCC (diethyl 2-methylmalonate), N1=CC=CC=C1 (pyridine). Run at time 4 day. Product: ester, FC=1C=CC(=C(C1)NC(C(C(=O)OCC)C)=O)C (ethyl 3-(5-fluoro-2-methylphenylamino)-2-methyl-3-oxopropanoate). Reaction SMILES: [CH3:1][CH:2]([C:8]([O:10]CC)=O)[C:3]([O:5][CH2:6][CH3:7])=[O:4].N1C=CC=CC=1.[F:19][C:20]1[CH:21]=[CH:22][C:23]([CH3:27])=[C:24]([CH:26]=1)[NH2:25]>>[F:19][C:20]1[CH:21]=[CH:22][C:23]([CH3:27])=[C:24]([NH:25][C:8](=[O:10])[CH:2]([CH3:1])[C:3]([O:5][CH2:6][CH3:7])=[O:4])[CH:26]=1. Procedure details: The ester was prepared according to Procedure A using diethyl 2-methylmalonate (6.18 mL, 36.0 mmol), pyridine (3.88 mL, 47.9 mmol) and 5-fluoro-2-methylaniline (3.00 g, 23.97 mmol). Heating continued for 4 days. The residue was purified by column chromatography on silica gel (0-30% EtOAc/hexanes) to give ethyl 3-(5-fluoro-2-methylphenylamino)-2-methyl-3-oxopropanoate as a tan solid. Mass Spectrum (ESI) m/e=254.2, (M+1). Reactants: ice, BrBr (bromine), COC=1C=C(C(=O)O)C=C(C1OC)OC (3,4,5-trimethoxybenzoic acid). Solvent: C(C)(=O)O (acetic acid), C(C)(=O)O (acetic acid). Product: BrC1=C(C(=O)O)C=C(C(=C1OC)OC)OC (2-Bromo-3,4,5-trimethoxybenzoic Acid). RXN SMILES: [Br:1]Br.[CH3:3][O:4][C:5]1[CH:6]=[C:7]([CH:11]=[C:12]([O:16][CH3:17])[C:13]=1[O:14][CH3:15])[C:8]([OH:10])=[O:9]>C(O)(=O)C>[Br:1][C:11]1[C:12]([O:16][CH3:17])=[C:13]([O:14][CH3:15])[C:5]([O:4][CH3:3])=[CH:6][C:7]=1[C:8]([OH:10])=[O:9]. Reported procedure: A solution of bromine (100 mmol) in 100 mL of acetic acid is added dropwise to a solution of 3,4,5-trimethoxybenzoic acid (100 mmol) in 100 mL of acetic acid cooled by an ice water bath. After the red color of the resulting mixture is discharged, the mixture is poured onto 500 g of crushed ice. The resulting solid is collected by filtration, dried over P2O5 in vacuo, and recrystallized from Et2O to give the product as a pale yellow solid. Reactants: O=C(N1C=2C=CC=CC2C3=C1CCC3)C(C)(C)C. The reagents and catalysts are OC(C)(C)C(O)(C)C, BrB(Br)Br. Conditions: temperature 25 celsius, time 16 hour. Product: O1B(OC(C)(C)C1(C)C)C2=CC=CC3=C2NC4=C3CCC4. Yield: 44.0%.